Dataset: the Open Reaction Database (ORD), a public repository of structured organic reaction records. Task: describe an organic reaction: reactants, conditions, products, and yield Starting materials: Cc1ccc(CC(CC(=O)N2CC3CC=CCC3C2)C(=O)Oc2ccc([N+](=O)[O-])cc2)cc1, CO, Cl, [Na+], [OH-]. The product is Cc1ccc(CC(CC(=O)N2CC3CC=CCC3C2)C(=O)O)cc1. RXN SMILES: [CH3:1][c:2]1[cH:3][cH:4][c:5]([CH2:6][CH:7]([C:8](=[O:9])[O:10][c:11]2[cH:12][cH:13][c:14]([N+:15]([O-:16])=[O:17])[cH:18][cH:19]2)[CH2:20][C:21](=[O:22])[N:23]2[CH2:24][CH:25]3[CH2:26][CH:27]=[CH:28][CH2:29][CH:30]3[CH2:31]2)[cH:32][cH:33]1.[CH3:37][OH:38].[ClH:36].[Na+:35].[OH-:34]>>[CH3:1][c:2]1[cH:3][cH:4][c:5]([CH2:6][CH:7]([C:8](=[O:9])[OH:10])[CH2:20][C:21](=[O:22])[N:23]2[CH2:24][CH:25]3[CH2:26][CH:27]=[CH:28][CH2:29][CH:30]3[CH2:31]2)[cH:32][cH:33]1. Starting materials: [H-].[Na+] (sodium hydride), CC(C#CC1=CC=C(C=C1)C#N)(C)O (3-Methyl-1-(4'-cyanophenyl)-1-butyne-3-ol), O (water). Solvent: C1(=CC=CC=C1)C (toluene). Reaction conditions: time 4 hour. Yields the product C(#N)C1=CC=C(C=C1)C#C (4-cyanophenylacetylene). Isolated yield 61.4%. Reaction SMILES: CC(O)(C)[C:3]#[C:4][C:5]1[CH:10]=[CH:9][C:8]([C:11]#[N:12])=[CH:7][CH:6]=1.[H-].[Na+].O>C1(C)C=CC=CC=1>[C:11]([C:8]1[CH:9]=[CH:10][C:5]([C:4]#[CH:3])=[CH:6][CH:7]=1)#[N:12] |f:1.2|. Procedure details: 3-Methyl-1-(4'-cyanophenyl)-1-butyne-3-ol (23.5 g) was dissolved in toluene (250 ml) under nitrogen atmosphere, and then sodium hydride (1.6 g) was added thereto, followed by stirring at 80° to 90° C. for 4 hours. The reaction solution was poured into water (300 ml), and then extracted with chloroform, followed by washing with water 3 times. After distilling off toluene and chloroform, the resultant was recrystallized from methanol to give 4-cyanophenylacetylene (9.9 g). Starting materials: C1CCNCC1, CCO, NS(=O)(=O)c1ccc2c(c1)CC(=O)N2, O=Cc1cc2ccccc2[nH]1. Product: NS(=O)(=O)c1ccc2c(c1)C(=Cc1cc3ccccc3[nH]1)C(=O)N2. Reaction SMILES: [CH2:26]1[CH2:27][CH2:28][NH:29][CH2:30][CH2:31]1.[CH3:32][CH2:33][OH:34].[NH2:1][S:2](=[O:3])(=[O:4])[c:5]1[cH:6][c:7]2[c:11]([cH:12][cH:13]1)[NH:10][C:9](=[O:14])[CH2:8]2.[nH:15]1[c:16]([CH:24]=[O:25])[cH:17][c:18]2[cH:19][cH:20][cH:21][cH:22][c:23]12>>[NH2:1][S:2](=[O:3])(=[O:4])[c:5]1[cH:6][c:7]2[c:11]([cH:12][cH:13]1)[NH:10][C:9](=[O:14])[C:8]2=[CH:24][c:16]1[nH:15][c:23]2[c:18]([cH:17]1)[cH:19][cH:20][cH:21][cH:22]2.